This data is from the Open Reaction Database (ORD), a public repository of structured organic reaction records. The task is: describe an organic reaction: reactants, conditions, products, and yield Starting materials: NC=1C=C2C(=CNC2=CC1)CCN(C)C (5-Amino-3-(2-dimethylaminoethyl)-1H-indole), ClC1=NC=CC=C1S(=O)(=O)C (2-chloro-3-methylsulfonylpyridine), N1=C(C=CC=C1C)C (2,6-Lutidine). The solvent is BrC1=CC=CC=C1 (bromobenzene). Product: CN(CCC1=CNC2=CC=C(C=C12)NC1=NC=CC=C1S(=O)(=O)C)C (3-(2-Dimethylaminoethyl)-5-(3-methylsulfonylpyrid-2-ylamino)-1H-indole). The yield is 13.0%. As a reaction SMILES: [NH2:1][C:2]1[CH:3]=[C:4]2[C:8](=[CH:9][CH:10]=1)[NH:7][CH:6]=[C:5]2[CH2:11][CH2:12][N:13]([CH3:15])[CH3:14].Cl[C:17]1[C:22]([S:23]([CH3:26])(=[O:25])=[O:24])=[CH:21][CH:20]=[CH:19][N:18]=1.N1C(C)=CC=CC=1C>BrC1C=CC=CC=1>[CH3:15][N:13]([CH3:14])[CH2:12][CH2:11][C:5]1[C:4]2[C:8](=[CH:9][CH:10]=[C:2]([NH:1][C:17]3[C:22]([S:23]([CH3:26])(=[O:25])=[O:24])=[CH:21][CH:20]=[CH:19][N:18]=3)[CH:3]=2)[NH:7][CH:6]=1. Procedure details: 5-Amino-3-(2-dimethylaminoethyl)-1H-indole and 2-chloro-3-methylsulfonylpyridine were used. 2,6-Lutidine was used as base, bromobenzene was used as solvent, and the reaction was heated at reflux for 3.5 hours. Column chromatography afforded the title compound (13%) as a yellow solid: top, 66.0°-68.0° C.; 1H NMR (CDCl3) δ8.46 (s, NH), 8.33 (dd, J=4.8 and 1.9 Hz, 1H), 8.33 (br s, NH), 8.06 (dd, J=7.8 and 1.9 Hz, 1H), 7.66 (d, J=1.8 Hz, 1H), 7.29 (d, J=8.5 Hz, 1), 7.20 (dd, J=8.6 and 2.0 Hz, 1H), 6... Starting materials: C(C)(=O)N1CCN(CC1)C1=C(C=C(C=C1)N)C (1-Acetyl-4-(4-amino-2-methylphenyl)-piperazine), BrC1=C(C=CC(=C1)[N+](=O)[O-])N1CCOCC1 (4-(2-bromo-4-nitrophenyl)morpholine). Reaction conditions: time 5 hour. Yields the product BrC=1C=C(C=CC1N1CCOCC1)N ((3-bromo-4-morpholin-4-ylphenyl)amine). As a reaction SMILES: C(N1CCN(C2C=CC(N)=CC=2C)CC1)(=O)C.[Br:18][C:19]1[CH:24]=[C:23]([N+:25]([O-])=O)[CH:22]=[CH:21][C:20]=1[N:28]1[CH2:33][CH2:32][O:31][CH2:30][CH2:29]1>>[Br:18][C:19]1[CH:24]=[C:23]([NH2:25])[CH:22]=[CH:21][C:20]=1[N:28]1[CH2:29][CH2:30][O:31][CH2:32][CH2:33]1. Procedure details: Following the general procedure of Intermediate 36 but using 4-(2-bromo-4-nitrophenyl)morpholine as starting material and allowing 5 h for hydrogenation and subsequently purifying by chromatography eluting with EtOAc/isohexane there was thus obtained the title compound (Intermediate 75) in 24% yield; 1H NMR δ 6.90 (1H, d), 6.80 (1H, s), 6.50 (1H, dd), 5.00 (2H, s), 5.40 (1H, d), 3.70-3.60 (4H, m), 2.80-2.70 (4H, m); MS m/e MH+ 258. Starting materials: N[C@@H](C(C)C)C(=O)C(C(=O)OC(C)(C)C)C(C(COC1=C(C(=CC(=C1F)F)F)F)O)N (valinyl -3-amino-4-hydroxy-5-(2,3,5,6-tetrafluorophenyloxy)-pentanoic Acid, tert-butyl Ester), C=1C=CC2=C(C1)N=NN2O (HOBt), CCN=C=NCCCN(C)C (EDAC), CN1C(=CC2=CC=CC=C12)C(=O)O (1-methylindole-2-carboxylic acid), CN1CCOCC1 (NMM). The solvent is C(Cl)Cl (methylene chloride). Yields the product CN1C(=CC2=CC=CC=C12)C(=O)N[C@@H](C(C)C)C(=O)NC(CC(=O)OC(C)(C)C)C(COC1=C(C(=CC(=C1F)F)F)F)O (N-[(1-methyl-indole-2-cabonyl)valinyl]-3-amino-4-hydroxy-5-(2,3,5,6-tetrafluorophenyloxy)-pentanoic Acid, tert-butyl Ester). The yield is 58.2%. Reaction SMILES: N[C@H](C([CH:8]([CH:16]([NH2:31])[CH:17]([OH:30])[CH2:18][O:19][C:20]1[C:25]([F:26])=[C:24]([F:27])[CH:23]=[C:22]([F:28])[C:21]=1[F:29])[C:9]([O:11][C:12]([CH3:15])([CH3:14])[CH3:13])=[O:10])=O)C(C)C.[CH3:32][N:33]1[C:41]2[C:36](=[CH:37][CH:38]=[CH:39][CH:40]=2)[CH:35]=[C:34]1[C:42]([OH:44])=O.C[N:46]1[CH2:51][CH2:50][O:49]CC1.[CH:52]1[CH:53]=CC2N(O)N=NC=2[CH:57]=1.CCN=C=NCCCN(C)C>C(Cl)Cl>[CH3:32][N:33]1[C:41]2[C:36](=[CH:37][CH:38]=[CH:39][CH:40]=2)[CH:35]=[C:34]1[C:42]([NH:46][C@H:51]([C:50]([NH:31][CH:16]([CH:17]([OH:30])[CH2:18][O:19][C:20]1[C:21]([F:29])=[C:22]([F:28])[CH:23]=[C:24]([F:27])[C:25]=1[F:26])[CH2:8][C:9]([O:11][C:12]([CH3:15])([CH3:14])[CH3:13])=[O:10])=[O:49])[CH:52]([CH3:53])[CH3:57])=[O:44]. Procedure details: The procedure of Example 77 was followed using the product of Example 106 (197.0 mg, 0.44 mmol), 1-methylindole-2-carboxylic acid (152 mg, 0.87 mmol), NMM (0.047 ml, 0.44 mmol), HOBt (144 mg, 0.96 mmol), and EDAC (183 mg, 0.96 mmol) in methylene chloride to prepare the titled product (156 mg, 58%). Reactants: CC=1C(=C2C=CN(C(C2=CC1)=O)[C@@H]1CN(CC1)C(=O)OC(C)(C)C)[N+](=O)[O-] ((S)-tert-butyl 3-(6-methyl-5-nitro-1-oxoisoquinolin-2(1H)-yl)pyrrolidine-1-carboxylate), C(C)O (ethanol), [Cl-].[NH4+] (ammonium chloride), O (water). The reagents and catalysts are [Fe] (Iron). Run at time 30 minute. The product is NC1=C2C=CN(C(C2=CC=C1C)=O)[C@@H]1CN(CC1)C(=O)OC(C)(C)C ((S)-tert-Butyl 3-(5-amino-6-methyl-1-oxoisoquinolin-2(1H)-yl)pyrrolidine-1-carboxylate). Reaction SMILES: [CH3:1][C:2]1[C:3]([N+:25]([O-])=O)=[C:4]2[C:9](=[CH:10][CH:11]=1)[C:8](=[O:12])[N:7]([C@H:13]1[CH2:17][CH2:16][N:15]([C:18]([O:20][C:21]([CH3:24])([CH3:23])[CH3:22])=[O:19])[CH2:14]1)[CH:6]=[CH:5]2.C(O)C.[Cl-].[NH4+].O>[Fe]>[NH2:25][C:3]1[C:2]([CH3:1])=[CH:11][CH:10]=[C:9]2[C:4]=1[CH:5]=[CH:6][N:7]([C@H:13]1[CH2:17][CH2:16][N:15]([C:18]([O:20][C:21]([CH3:24])([CH3:23])[CH3:22])=[O:19])[CH2:14]1)[C:8]2=[O:12] |f:2.3|. Procedure: A round bottom flask was charged with (S)-tert-butyl 3-(6-methyl-5-nitro-1-oxoisoquinolin-2(1H)-yl)pyrrolidine-1-carboxylate (500.0 mg, 0.001339 mol), ethanol (5 mL, 0.08 mol) and ammonium chloride (716.3 mg, 0.01339 mol) in water (3 mL, 0.2 mol) was added at 85° C. Iron (299 mg, 0.00536 mol) was added in portions and was stirred at that temperature for 30 minutes, poured onto methylene chloride (50 mL) and extracted. The solvent was removed under reduced pressure to afford the pure product as l... Starting materials: C(C)(=O)C1=C(C(=C(OCCCSC=2NC3=C(N2)C=CC(=C3)C(=O)O)C=C1)CCC)O (2-[3-(4-acetyl-3-hydroxy-2-propylphenoxy)-propylthio]benzimidazole-5-carboxylic acid), ClC1=CC(=CC=C1)C(=O)OO (m-chloroperbenzoic acid). The solvent is ice-salt-water, ClCCl (dichloromethane), CO (methanol). Reaction conditions: time 15 minute. Product: C(C)(=O)C1=C(C(=C(OCCCS(=O)C=2NC3=C(N2)C=CC(=C3)C(=O)O)C=C1)CCC)O (2-[3-(4-Acetyl-3-hydroxy-2-propylphenoxy)propylsulfinyl]benzimidazole-5-carboxylic acid). Isolated yield 52.1%. RXN SMILES: [C:1]([C:4]1[CH:26]=[CH:25][C:7]([O:8][CH2:9][CH2:10][CH2:11][S:12][C:13]2[NH:14][C:15]3[CH:21]=[C:20]([C:22]([OH:24])=[O:23])[CH:19]=[CH:18][C:16]=3[N:17]=2)=[C:6]([CH2:27][CH2:28][CH3:29])[C:5]=1[OH:30])(=[O:3])[CH3:2].ClC1C=CC=C(C(OO)=[O:39])C=1>ClCCl.CO>[C:1]([C:4]1[CH:26]=[CH:25][C:7]([O:8][CH2:9][CH2:10][CH2:11][S:12]([C:13]2[NH:14][C:15]3[CH:21]=[C:20]([C:22]([OH:24])=[O:23])[CH:19]=[CH:18][C:16]=3[N:17]=2)=[O:39])=[C:6]([CH2:27][CH2:28][CH3:29])[C:5]=1[OH:30])(=[O:3])[CH3:2]. Reported procedure: To a mixture of 2-[3-(4-acetyl-3-hydroxy-2-propylphenoxy)-propylthio]benzimidazole-5-carboxylic acid (1.00 g) in dichloromethane (30 ml) and methanol (3 ml) stirring in ice-salt-water bath, was added m-chloroperbenzoic acid (80%, 503 mg) in a small portions below 0° C. Further stirring for an additional 15 minutes, the mixture was evaporated, and the residue was purified by silica gel chromatography, eluting with dichloromethane-ethyl acetate-methanol (10:2:1), and recrystallized from ethanol-wa... The reactants are ClC=1C=C(OCCBr)C=C(C1)Cl (2-(3,5-dichlorophenoxy)-1-bromoethane), C(CCC)N (n-butylamine). The product is Cl.ClC=1C=C(OCCNCCCC)C=C(C1)Cl (N-[-2-(3,5-Dichlorophenoxy)ethyl]butanamine Hydrochloride). The yield is 51.5%. RXN SMILES: [Cl:1][C:2]1[CH:3]=[C:4]([CH:9]=[C:10]([Cl:12])[CH:11]=1)[O:5][CH2:6][CH2:7]Br.[CH2:13]([NH2:17])[CH2:14][CH2:15][CH3:16]>>[ClH:1].[Cl:1][C:2]1[CH:3]=[C:4]([CH:9]=[C:10]([Cl:12])[CH:11]=1)[O:5][CH2:6][CH2:7][NH:17][CH2:13][CH2:14][CH2:15][CH3:16] |f:2.3|. Procedure details: A solution of 33.76 g (0.126 mole) of 2-(3,5-dichlorophenoxy)-1-bromoethane in 200 ml of n-butylamine was stirred at 25° C. for 20 hr. The excess n-butylamine was evaporated in vacuo, and the residue was suspended in a mixture of dilute sodium hydroxide and shaken with methylene chloride. The methylene chloride layer was extracted in sequence with two additional portions of dilute sodium hydroxide, one of dilute sulfuric acid and once more with dilute sodium hydroxide. The volume of the methylen...